From a dataset of the Open Reaction Database (ORD), a public repository of structured organic reaction records. describe an organic reaction: reactants, conditions, products, and yield Reactants: FC1=C(C=CC(=C1)SC)N (2-fluoro-4-methylsulfanyl-phenylamine), solution, [Li+].C[Si](C)(C)[N-][Si](C)(C)C (LHMDS), hexanes, FC1=C(C=CC=2C=NSC21)C(=O)O (7-fluoro-benzo[d]isothiazole-6-carboxylic acid), resultant mixture. Solvent: C1CCOC1 (THF), C1CCOC1 (THF). Reaction conditions: time 5 minute. The product is FC1=C(C=CC(=C1)SC)NC1=C(C=CC=2C=NSC21)C(=O)O (7-(2-Fluoro-4-methylsulfanyl-phenylamino)-benzo[d]isothiazole-6-carboxylic acid). Yield: 29.9%. As a reaction SMILES: [F:1][C:2]1[CH:7]=[C:6]([S:8][CH3:9])[CH:5]=[CH:4][C:3]=1[NH2:10].[Li+].C[Si]([N-][Si](C)(C)C)(C)C.F[C:22]1[C:30]2[S:29][N:28]=[CH:27][C:26]=2[CH:25]=[CH:24][C:23]=1[C:31]([OH:33])=[O:32]>C1COCC1>[F:1][C:2]1[CH:7]=[C:6]([S:8][CH3:9])[CH:5]=[CH:4][C:3]=1[NH:10][C:22]1[C:30]2[S:29][N:28]=[CH:27][C:26]=2[CH:25]=[CH:24][C:23]=1[C:31]([OH:33])=[O:32] |f:1.2|. Procedure: To a solution of 2-fluoro-4-methylsulfanyl-phenylamine (628 mg, 4.0 mmol) in anhydrous THF (15 mL) at −78° C. was added a 1.0M solution of LHMDS in hexanes (6.0 mL, 6.0 mmol) under a nitrogen atmosphere. The reaction mixture was stirred for 5 minutes and a suspension of 7-fluoro-benzo[d]isothiazole-6-carboxylic acid (394 mg, 2.0 mmol) in anhydrous THF (15 mL) was added dropwise. The resultant mixture was stirred at −78° C. for 30 minutes, then allowed to reach room temperature and stirred for 18... Starting materials: O=C(O)CCCBr, CN(C)c1ccncc1, ClCCl, OCC1c2ccccc2-c2ccccc21. Product: O=C(CCCBr)OCC1c2ccccc2-c2ccccc21. RXN SMILES: [Br:1][CH2:2][CH2:3][CH2:4][C:5](=[O:6])[OH:7].[CH3:23][N:24]([CH3:25])[c:26]1[cH:27][cH:28][n:29][cH:30][cH:31]1.[Cl:32][CH2:33][Cl:34].[cH:8]1[cH:9][cH:10][cH:11][c:12]2[c:20]1[CH:19]([CH2:21][OH:22])[c:18]1[c:13]-2[cH:14][cH:15][cH:16][cH:17]1>>[Br:1][CH2:2][CH2:3][CH2:4][C:5]([O:6][CH2:21][CH:19]1[c:18]2[c:13]([cH:14][cH:15][cH:16][cH:17]2)-[c:12]2[cH:11][cH:10][cH:9][cH:8][c:20]21)=[O:7].